This data is from the Open Reaction Database (ORD), a public repository of structured organic reaction records. The task is: describe an organic reaction: reactants, conditions, products, and yield Starting materials: O=C([O-])O, [BH3-]C#N, CCOC(=O)C(=O)CCc1ccccc1, CC(C)O, NC1CSC(c2ccccc2)N(CC(=O)O)C1=O, [Na+], [Na+]. Yields the product CCOC(=O)C(CCc1ccccc1)NC1CSC(c2ccccc2)N(CC(=O)O)C1=O. Reaction SMILES: [C:19](=[O:20])([OH:21])[O-:22].[C:39]([BH3-:40])#[N:41].[CH2:24]([CH3:25])[O:26][C:27]([C:28]([CH2:29][CH2:30][c:31]1[cH:32][cH:33][cH:34][cH:35][cH:36]1)=[O:37])=[O:38].[CH:43]([OH:44])([CH3:45])[CH3:46].[NH2:1][CH:2]1[C:3](=[O:18])[N:4]([CH2:14][C:15](=[O:16])[OH:17])[CH:5]([c:8]2[cH:9][cH:10][cH:11][cH:12][cH:13]2)[S:6][CH2:7]1.[Na+:23].[Na+:42]>>[NH:1]([CH:2]1[C:3](=[O:18])[N:4]([CH2:14][C:15](=[O:16])[OH:17])[CH:5]([c:8]2[cH:9][cH:10][cH:11][cH:12][cH:13]2)[S:6][CH2:7]1)[CH:28]([C:27]([O:26][CH2:24][CH3:25])=[O:38])[CH2:29][CH2:30][c:31]1[cH:32][cH:33][cH:34][cH:35][cH:36]1. Reaction SMILES: C1N=C[N:3](C(N2C=NC=C2)=O)C=1.[Br:13][C:14]1[CH:15]=[C:16]([CH:20]=[C:21]([CH3:23])[CH:22]=1)[C:17](O)=[O:18].N>CC(=O)OCC>[Br:13][C:14]1[CH:15]=[C:16]([CH:20]=[C:21]([CH3:23])[CH:22]=1)[C:17]([NH2:3])=[O:18]. Isolated yield 94.2%. Procedure: CDI (42.2 g, 260.4 mmol) was cautiously added to a solution of 3-bromo-5-methylbenzoic acid (16.0 g, 74.4 mmol) in EA (300 mL), and then the mixture was kept at reflux for 3 h. After cooled to room temperature, NH3 (g) was passed though for 1 h. The mixture was filtered and the organic layer was washed with HCl (10%, 100 mL) and water (100 mL). The organic phase was dried over Na2SO4 and concentrated in vacuum to obtain 15.0 g of 3-bromo-5-methylbenzamide as white crystals (yield: 94%). 1H NMR (... Yields the product BrC=1C=C(C(=O)N)C=C(C1)C (3-bromo-5-methylbenzamide). Solvent: CC(OCC)=O (EA). Reactants: C1=CN(C=N1)C(=O)N2C=CN=C2 (CDI), BrC=1C=C(C(=O)O)C=C(C1)C (3-bromo-5-methylbenzoic acid), N (NH3). Reactants: O1C(CCCC1)O[C@H]1[C@@H]([C@@H]2[C@@H](OC(C2)=O)C1)\C=C\[C@H](COC1=CC(=CC=C1)C(F)(F)F)OC1OCCCC1 ((3aR,4R,5R,6aS)-5-((tetrahydro-2H-pyran-2-yl)oxy)-4-((3R,E)-3-((tetrahydro-2H-pyran-2-yl)oxy)-4-(3-(trifluoromethyl)phenoxy)but-1-en-1-yl)hexahydro-2H-cyclopenta[b]furan-2-one), CC(C)C[AlH]CC(C)C (DIBAL). Solvent: C1(=CC=CC=C1)C (toluene). Reaction conditions: temperature -70 celsius, time 30 minute. The product is O1C(CCCC1)O[C@H]1[C@@H]([C@@H]2[C@@H](OC(C2)O)C1)\C=C\[C@H](COC1=CC(=CC=C1)C(F)(F)F)OC1OCCCC1 ((3aR,4R,5R,6aS)-5-((tetrahydro-2H-pyran-2-yl)oxy)-4-((3R,E)-3-((tetrahydro-2H-pyran-2-yl)oxy)-4-(3-(trifluoromethyl)phenoxy)but-1-en-1-yl)hexahydro-2H-cyclopenta[b]furan-2-ol). The yield is 130.5%. Reaction SMILES: [O:1]1[CH2:6][CH2:5][CH2:4][CH2:3][CH:2]1[O:7][C@@H:8]1[CH2:16][C@@H:11]2[O:12][C:13](=[O:15])[CH2:14][C@@H:10]2[C@H:9]1/[CH:17]=[CH:18]/[C@@H:19]([O:32][CH:33]1[CH2:38][CH2:37][CH2:36][CH2:35][O:34]1)[CH2:20][O:21][C:22]1[CH:27]=[CH:26][CH:25]=[C:24]([C:28]([F:31])([F:30])[F:29])[CH:23]=1.CC(C[AlH]CC(C)C)C>C1(C)C=CC=CC=1>[O:1]1[CH2:6][CH2:5][CH2:4][CH2:3][CH:2]1[O:7][C@@H:8]1[CH2:16][C@@H:11]2[O:12][CH:13]([OH:15])[CH2:14][C@@H:10]2[C@H:9]1/[CH:17]=[CH:18]/[C@@H:19]([O:32][CH:33]1[CH2:38][CH2:37][CH2:36][CH2:35][O:34]1)[CH2:20][O:21][C:22]1[CH:27]=[CH:26][CH:25]=[C:24]([C:28]([F:29])([F:30])[F:31])[CH:23]=1. Procedure details: (3aR,4R,5R,6aS)-5-((tetrahydro-2H-pyran-2-yl)oxy)-4-((3R,E)-3-((tetrahydro-2H-pyran-2-yl)oxy)-4-(3-(trifluoromethyl)phenoxy)but-1-en-1-yl)hexahydro-2H-cyclopenta[b]furan-2-one (19.0 g, 35.3 mmol) was dissolved in toluene (200 mL), followed by cooling to −70° C., and DIBAL (1.0M in hexane, 53 mL, 53 mmol) was added dropwisely. Then the reaction was quenched by adding saturated aqueous solution of ammonium chloride (10 mL) at −70° C. The resulting mixture was poured into a 2M sodium bisulfate aque... Reagents/catalysts: CC([O-])C.CC([O-])C.CC([O-])C.CC([O-])C.[Ti+4] (Titanium tetraisopropoxide). As a reaction SMILES: [CH3:1][C:2]1[CH:7]=[CH:6][CH:5]=[C:4]([CH3:8])[C:3]=1[C:9]([N:11]1[CH2:18][CH:17]2[CH:13]([CH2:14][NH:15][CH2:16]2)[CH2:12]1)=[O:10].O=[C:20]([CH3:37])[CH2:21][CH:22]([NH:29][C:30]([CH:32]1[CH2:36][CH2:35][CH2:34][CH2:33]1)=[O:31])[C:23]1[CH:28]=[CH:27][CH:26]=[CH:25][CH:24]=1.[BH-](OC(C)=O)(OC(C)=O)OC(C)=O.[Na+].C([O-])(O)=O.[Na+]>C(Cl)Cl.C1COCC1.CC(C)[O-].CC(C)[O-].CC(C)[O-].CC(C)[O-].[Ti+4].O>[CH3:8][C:4]1[CH:5]=[CH:6][CH:7]=[C:2]([CH3:1])[C:3]=1[C:9]([N:11]1[CH2:18][CH:17]2[CH2:16][N:15]([CH:20]([CH3:37])[CH2:21][C@H:22]([NH:29][C:30]([CH:32]3[CH2:36][CH2:35][CH2:34][CH2:33]3)=[O:31])[C:23]3[CH:24]=[CH:25][CH:26]=[CH:27][CH:28]=3)[CH2:14][CH:13]2[CH2:12]1)=[O:10] |f:2.3,4.5,8.9.10.11.12|. Run in O (H2O), C(Cl)Cl (DCM), C1CCOC1 (THF). Run at time 4 hour. Procedure details: step 5—To a solution of (2,6-dimethyl-phenyl)-(hexahydro-pyrrolo[3,4-c]pyrrol-2-yl)-methanone (66, 0.12 g, 0.52 mmol) in DCM (7 mL) and THF (7 mL) was added cyclopentanecarboxylic acid (3-oxo-1-phenyl-butyl)-amide (85d, 0.15 g, 0.57 mmol). Titanium tetraisopropoxide (0.34 mL, 1.15 mmol) was added to the mixture. After 30 min NaBH(OAc)3 (0.16 g, 0.78 mmol) was added and the mixture stirred at RT for 4 h. Saturated NaHCO3 was added to the mixture and it was stirred for 10 min. The mixture was extr... Starting materials: CC1=C(C(=CC=C1)C)C(=O)N1CC2CNCC2C1 ((2,6-dimethyl-phenyl)-(hexahydro-pyrrolo[3,4-c]pyrrol-2-yl)-methanone), O=C(CC(C1=CC=CC=C1)NC(=O)C1CCCC1)C (cyclopentanecarboxylic acid (3-oxo-1-phenyl-butyl)-amide), C(=O)(O)[O-].[Na+] (NaHCO3), [BH-](OC(=O)C)(OC(=O)C)OC(=O)C.[Na+] (NaBH(OAc)3). Yields the product CC1=C(C(=O)N2CC3C(C2)CN(C3)C(C[C@@H](C3=CC=CC=C3)NC(=O)C3CCCC3)C)C(=CC=C1)C (Cyclopentanecarboxylic acid {(S)-3-[5-(2,6-dimethyl-benzoyl)-hexahydro-pyrrolo[3,4-c]pyrrol-2-yl]-1-phenyl-butyl}-amide). The reactants are C1(=CC=CC=C1)C1OC2=CC=C(C=C2C(C1)O)O (2-phenylchroman-4,6-diol), FC1=C(C=CC=C1F)C1OC2=CC=C(C=C2C(C1)=O)O (2-(2,3-difluorophenyl)-6-hydroxychroman-4-one). The product is FC1=C(C=CC=C1F)C1OC2=CC=C(C=C2C(C1)O)O (2-(2,3-Difluorophenyl)chroman-4,6-diol). Reaction SMILES: C1(C2CC(O)C3C(=CC=C(O)C=3)O2)C=CC=CC=1.[F:19][C:20]1[C:25]([F:26])=[CH:24][CH:23]=[CH:22][C:21]=1[CH:27]1[CH2:36][C:35](=[O:37])[C:34]2[C:29](=[CH:30][CH:31]=[C:32]([OH:38])[CH:33]=2)[O:28]1>>[F:19][C:20]1[C:25]([F:26])=[CH:24][CH:23]=[CH:22][C:21]=1[CH:27]1[CH2:36][CH:35]([OH:37])[C:34]2[C:29](=[CH:30][CH:31]=[C:32]([OH:38])[CH:33]=2)[O:28]1. Procedure: 2-(2,3-Difluorophenyl)chroman-4,6-diol was prepared as described for 2-phenylchroman-4,6-diol in Example 8(a) starting from 2.91 g of 2-(2,3-difluorophenyl)-6-hydroxychroman-4-one. 1H NMR (400 MHz, d6-DMSO) δ: 8.88 (s, 1H), 7.45-7.36 (m, 2H), 7.28 (m, 1H), 6.89 (d, 1H, J 2.8 Hz), 6.61 (d, 1H, J 8.7 Hz), 6.55 (dd, 1H, J 8.7, 2.8 Hz), 5.49 (bs, 1H), 5.40 (dd, 1H, J 11.8, 1.4 Hz), 4.90 (m, 1H), 2.28 (m, 1H), 1.99 (m, 1H).